Dataset: the Open Reaction Database (ORD), a public repository of structured organic reaction records. Task: describe an organic reaction: reactants, conditions, products, and yield Starting materials: COc1cncc(-c2ccc(C(C)(c3ccc(B4OC(C)(C)C(C)(C)O4)cn3)C(C)C)cc2)c1, Cc1ccccc1, CCO, Clc1ccc(Cl)nn1, [Na+], [Na+], O=C([O-])[O-]. Product: COc1cncc(-c2ccc(C(C)(c3ccc(-c4ccc(Cl)nn4)cn3)C(C)C)cc2)c1. RXN SMILES: [CH3:1][O:2][c:3]1[cH:4][c:5](-[c:9]2[cH:10][cH:11][c:12]([C:15]([CH:16]([CH3:17])[CH3:18])([CH3:19])[c:20]3[n:21][cH:22][c:23]([B:26]4[O:27][C:28]([CH3:29])([CH3:30])[C:31]([CH3:32])([CH3:33])[O:34]4)[cH:24][cH:25]3)[cH:13][cH:14]2)[cH:6][n:7][cH:8]1.[CH3:49][c:50]1[cH:51][cH:52][cH:53][cH:54][cH:55]1.[CH3:56][CH2:57][OH:58].[Cl:35][c:36]1[n:37][n:38][c:39]([Cl:42])[cH:40][cH:41]1.[Na+:43].[Na+:44].[O-:45][C:46](=[O:47])[O-:48]>>[CH3:1][O:2][c:3]1[cH:4][c:5](-[c:9]2[cH:10][cH:11][c:12]([C:15]([CH:16]([CH3:17])[CH3:18])([CH3:19])[c:20]3[n:21][cH:22][c:23](-[c:39]4[n:38][n:37][c:36]([Cl:35])[cH:41][cH:40]4)[cH:24][cH:25]3)[cH:13][cH:14]2)[cH:6][n:7][cH:8]1. Starting materials: IC=1C(=C(C=C(C=O)C1)OC)O (5-Iodovanillin), C([O-])([O-])=O.[K+].[K+] (potassium carbonate), C(CC)I (n-propyl iodide), O (water). The solvent is CN(C)C=O (DMF). Yields the product COC=1C=C(C=O)C=C(C1OCCC)I (3-Methoxy-4-propoxy-5-iodobenzaldehyde). Yield: 93.4%. Reaction SMILES: [I:1][C:2]1[C:3]([OH:12])=[C:4]([O:10][CH3:11])[CH:5]=[C:6]([CH:9]=1)[CH:7]=[O:8].C(=O)([O-])[O-].[K+].[K+].[CH2:19](I)[CH2:20][CH3:21].O>CN(C=O)C>[CH3:11][O:10][C:4]1[CH:5]=[C:6]([CH:9]=[C:2]([I:1])[C:3]=1[O:12][CH2:19][CH2:20][CH3:21])[CH:7]=[O:8] |f:1.2.3|. Procedure details: 5-Iodovanillin (25 g, 0.09 mol) in DMF (100 mL) was treated with potassium carbonate (32 g, 0.23 mol) and n-propyl iodide (52 g, 0.3 mol, 31 mL) and heated for 16 hours. The solution was allowed to cool to room temperature and then poured into water (500 mL) and extracted with ether (3×250 mL). The organic layers were combined and washed with water and saturated sodium chloride solution, and then dried over magnesium sulfate. The organic layer was evaporated by distillation under diminished pres...